Dataset: the Open Reaction Database (ORD), a public repository of structured organic reaction records. Task: describe an organic reaction: reactants, conditions, products, and yield The reactants are CN(C)C=O, Cc1c(C)c2c(c(C)c1O)C(O)CC(C)(COc1ccc(CC3SC(=O)NC3=O)cc1)O2, Cc1ccc(S(=O)(=O)O)cc1, c1ccccc1. Product: Cc1c(C)c2c(c(C)c1O)C=CC(C)(COc1ccc(CC3SC(=O)NC3=O)cc1)O2. Reaction SMILES: [CH3:50][N:51]([CH3:52])[CH:53]=[O:54].[OH:1][CH:2]1[CH2:3][C:4]([CH3:16])([CH2:17][O:18][c:19]2[cH:20][cH:21][c:22]([CH2:23][CH:24]3[C:25](=[O:30])[NH:26][C:27](=[O:29])[S:28]3)[cH:31][cH:32]2)[O:5][c:6]2[c:7]([CH3:15])[c:8]([CH3:14])[c:9]([OH:13])[c:10]([CH3:12])[c:11]21.[c:33]1([CH3:34])[cH:35][cH:36][c:37]([S:38]([OH:39])(=[O:40])=[O:41])[cH:42][cH:43]1.[cH:44]1[cH:45][cH:46][cH:47][cH:48][cH:49]1>>[CH:2]1=[CH:3][C:4]([CH3:16])([CH2:17][O:18][c:19]2[cH:20][cH:21][c:22]([CH2:23][CH:24]3[C:25](=[O:30])[NH:26][C:27](=[O:29])[S:28]3)[cH:31][cH:32]2)[O:5][c:6]2[c:7]([CH3:15])[c:8]([CH3:14])[c:9]([OH:13])[c:10]([CH3:12])[c:11]21. Reactants: CO, C=Cc1cc(O)cc2c1oc1cc(-c3ccccc3Cl)c3c(c12)C(=O)NC3=O, [H][H], C1CCOC1. The product is CCc1cc(O)cc2c1oc1cc(-c3ccccc3Cl)c3c(c12)C(=O)NC3=O. RXN SMILES: [CH3:29][OH:30].[Cl:1][c:2]1[c:3](-[c:8]2[cH:9][c:10]3[c:11]([c:12]4[c:16]2[C:15](=[O:17])[NH:14][C:13]4=[O:18])[c:19]2[c:20]([o:21]3)[c:22]([CH:27]=[CH2:28])[cH:23][c:24]([OH:26])[cH:25]2)[cH:4][cH:5][cH:6][cH:7]1.[H:31][H:32].[O:33]1[CH2:34][CH2:35][CH2:36][CH2:37]1>>[Cl:1][c:2]1[c:3](-[c:8]2[cH:9][c:10]3[c:11]([c:12]4[c:16]2[C:15](=[O:17])[NH:14][C:13]4=[O:18])[c:19]2[c:20]([o:21]3)[c:22]([CH2:27][CH3:28])[cH:23][c:24]([OH:26])[cH:25]2)[cH:4][cH:5][cH:6][cH:7]1. Starting materials: C1(=CC=CC=C1)P(C1=CC=CC=C1)C1=CC=CC=C1 (triphenylphosphine), BrC1=CC=C2C(=CN(C2=C1)C(C)C)C(=O)O (6-bromo-1-isopropyl-1H-indole-3-carboxylic acid), NC=1SC=CN1 (2-aminothiazole), BrN1C(CCC1=O)=O (N-bromosuccinimide). Run in C(Cl)Cl (methylene chloride). Reaction conditions: temperature 0 celsius, time 15 minute. Product: hexanes ethyl acetate, S1C(=NC=C1)NC(=O)C1=CN(C2=CC(=CC=C12)Br)C(C)C (6-bromo-1-isopropyl-1H-indole-3-carboxylic acid thiazol-2-ylamide). The yield is 11.6%. Reaction SMILES: C1(P(C2C=CC=CC=2)C2C=CC=CC=2)C=CC=CC=1.BrN1C(=O)CCC1=O.[Br:28][C:29]1[CH:37]=[C:36]2[C:32]([C:33]([C:41]([OH:43])=O)=[CH:34][N:35]2[CH:38]([CH3:40])[CH3:39])=[CH:31][CH:30]=1.[NH2:44][C:45]1[S:46][CH:47]=[CH:48][N:49]=1>C(Cl)Cl>[S:46]1[CH:47]=[CH:48][N:49]=[C:45]1[NH:44][C:41]([C:33]1[C:32]2[C:36](=[CH:37][C:29]([Br:28])=[CH:30][CH:31]=2)[N:35]([CH:38]([CH3:39])[CH3:40])[CH:34]=1)=[O:43]. Procedure details: A solution of triphenylphosphine (2.42 mg, 9.22 mmol) in methylene chloride (25 mL) cooled to 0° C. was treated with N-bromosuccinimide (1.64 mg, 9.22 mmol). The reaction was stirred at 0° C. for 15 min. At this time, the reaction was treated with 6-bromo-1-isopropyl-1H-indole-3-carboxylic acid (2.0 g, 7.09 mmol). The reaction was stirred at 0° C. for 15 min and then was allowed to warm to 25° C. where it was stirred for 15 min. The reaction was then treated with 2-aminothiazole (1.63 g, 16.31 m...